From a dataset of the Open Reaction Database (ORD), a public repository of structured organic reaction records. describe an organic reaction: reactants, conditions, products, and yield The reactants are [BH4-].[Na+] (NaBH4), [Li+].[Br-] (LiBr), C(C)OC(CNCC1=CC(=CC=C1)OCC1=CC=CC=C1)=O ([(3-benzyloxyphenyl)methylamino]acetic acid ethyl ester). Run in C1CCOC1 (THF), C1CCOC1 (THF). Conditions: temperature 80 celsius, time 1 hour. Yields the product C(C1=CC=CC=C1)OC=1C=C(C=CC1)CNCCO (2-[(3-benzyloxyphenyl)methylamino]ethanol). Isolated yield 110.9%. Reaction SMILES: [BH4-].[Na+].[Li+].[Br-].C([O:7][C:8](=O)[CH2:9][NH:10][CH2:11][C:12]1[CH:17]=[CH:16][CH:15]=[C:14]([O:18][CH2:19][C:20]2[CH:25]=[CH:24][CH:23]=[CH:22][CH:21]=2)[CH:13]=1)C>C1COCC1>[CH2:19]([O:18][C:14]1[CH:13]=[C:12]([CH2:11][NH:10][CH2:9][CH2:8][OH:7])[CH:17]=[CH:16][CH:15]=1)[C:20]1[CH:21]=[CH:22][CH:23]=[CH:24][CH:25]=1 |f:0.1,2.3|. Procedure: Next, NaBH4 (3.8 g, 100 mmol) and LiBr (8.7 g, 100 mmol) were added to THF (100 ml), and the mixture was stirred at 80° C. for 1 hour. To this mixture, [(3-benzyloxyphenyl)methylamino]acetic acid ethyl ester (10.8 g) dissolved in THF (20 ml) was added dropwise at room temperature. The mixture was stirred at 80° C. for 5 hours and further at room temperature for 16 hours. After the reaction solvent was evaporated to about half, KH2PO4 (1 M, 200 ml) was slowly added dropwise. The organic layer was... Reactants: CC(C=C(Cl)Cl)(CCCl)C (3,3-dimethyl-1,1,5-trichloropent-1-ene). The solvent is N1=CC=CC2=CC=CC=C12 (quinoline), N1=CC=CC2=CC=CC=C12 (quinoline). Yields the product ClC(=CC(C=C)(C)C)Cl (1,1-dichloro-3,3-dimethyl-1,4-pentadiene). The yield is 73.3%. As a reaction SMILES: [CH3:1][C:2]([CH3:10])([CH2:7][CH2:8]Cl)[CH:3]=[C:4]([Cl:6])[Cl:5]>N1C2C(=CC=CC=2)C=CC=1>[Cl:5][C:4]([Cl:6])=[CH:3][C:2]([CH3:10])([CH3:1])[CH:7]=[CH2:8]. Procedure: 201.5 g (1 mol) of 3,3-dimethyl-1,1,5-trichloropent-1-ene were slowly added dropwise to 1,000 ml of quinoline at from 225° to 230° C., and distillate was taken off simultaneously via the top of the column. The temperature was increased until the quinoline boiled, and a total of 126 g of distillate were isolated and again fractionated. 121 g (73% of theory) of 1,1-dichloro-3,3-dimethyl-1,4-pentadiene of boiling point 49° to 53° C./20 mm Hg were obtained. ##STR25##